Dataset: the Open Reaction Database (ORD), a public repository of structured organic reaction records. Task: describe an organic reaction: reactants, conditions, products, and yield Starting materials: C1(=CC=CC=C1)P(C1=CC=CC=C1)C1=CC=CC=C1 (triphenylphosphine), N(=NC(=O)OCC)C(=O)OCC (diethyl azodicarboxylate), C(C)(C)(C)OC(=O)NCCO (2-(N-t-butoxycarbonylamino)ethanol), ClC=1C=CC2=C(C(=NO2)O)C1 (5-chloro-3-hydroxy-1,2-benzisoxazole). The solvent is O1CCCC1 (tetrahydrofuran). Yields the product C(C)(C)(C)OC(=O)NCCOC1=NOC2=C1C=C(C=C2)Cl (3-(2-(N-t-Butoxycarbonylamino)ethoxy)-5-chloro-1,2-benzisoxazole). Yield: 75.2%. RXN SMILES: C1(P(C2C=CC=CC=2)C2C=CC=CC=2)C=CC=CC=1.N(C(OCC)=O)=NC(OCC)=O.[C:32]([O:36][C:37]([NH:39][CH2:40][CH2:41][OH:42])=[O:38])([CH3:35])([CH3:34])[CH3:33].[Cl:43][C:44]1[CH:45]=[CH:46][C:47]2[O:51][N:50]=[C:49](O)[C:48]=2[CH:53]=1>O1CCCC1>[C:32]([O:36][C:37]([NH:39][CH2:40][CH2:41][O:42][C:49]1[C:48]2[CH:53]=[C:44]([Cl:43])[CH:45]=[CH:46][C:47]=2[O:51][N:50]=1)=[O:38])([CH3:35])([CH3:34])[CH3:33]. Procedure details: To a solution of triphenylphosphine (0.87 g) in tetrahydrofuran (10 ml), was added diethyl azodicarboxylate (0.57 g) dropwise with stirring under ice cooling. The reaction mixture was stirred at the same temperature for 10 minutes. Then, 2-(N-t-butoxycarbonylamino)ethanol (0.48 g) and 5-chloro-3-hydroxy-1,2-benzisoxazole (0.51 g) were added to the reaction mixture successively and stirred under ice cooling for 10 minutes and at room temperature for 24 hours. The solvent was evaporated under redu... Reactants: FC1=CC=C(CN2C(C=3N(C(N(C(C3O)=O)C(C)C)=O)C(C2)CCN(C)OC)=O)C=C1 (2-(4-Fluorobenzyl)-9-hydroxy-7-isopropyl-4-[2-(N-methoxy-N-methylamino)ethyl]-3,4-dihydro-2H-pyrazino[1,2-c]pyrimidine-1,6,8(7H)-trione). Run in CO (MeOH). Conditions: time 24 hour. The product is FC1=CC=C(CN2C(C=3N(C(N(C(C3O)=O)C(C)C)=O)C(C2)CCNC)=O)C=C1 (2-(4-Fluorobenzyl)-9-hydroxy-7-isopropyl-4-[2-(methylamino)ethyl]-3,4-dihydro-2H-pyrazino[1,2-c]pyrimidine-1,6,8(7H)-trione). RXN SMILES: [F:1][C:2]1[CH:31]=[CH:30][C:5]([CH2:6][N:7]2[CH2:22][CH:21]([CH2:23][CH2:24][N:25](OC)[CH3:26])[N:10]3[C:11](=[O:20])[N:12]([CH:17]([CH3:19])[CH3:18])[C:13](=[O:16])[C:14]([OH:15])=[C:9]3[C:8]2=[O:29])=[CH:4][CH:3]=1>CO>[F:1][C:2]1[CH:3]=[CH:4][C:5]([CH2:6][N:7]2[CH2:22][CH:21]([CH2:23][CH2:24][NH:25][CH3:26])[N:10]3[C:11](=[O:20])[N:12]([CH:17]([CH3:19])[CH3:18])[C:13](=[O:16])[C:14]([OH:15])=[C:9]3[C:8]2=[O:29])=[CH:30][CH:31]=1. Reported procedure: 2-(4-Fluorobenzyl)-9-hydroxy-7-isopropyl-4-{2-[methoxy(methyl)amino]ethyl}-3,4-dihydro-2H-pyrazino[1,2-c]pyrimidine-1,6,8(7H)-trione (108 mg, 0.20 mmol, from Example 6) was dissolved in degassed MeOH (8 mL). The solution was degassed and purged three times with nitrogen and then treated with 10% palladium on activated carbon (25 mg) and 6 N aqueous HCl solution (10 drops). The mixture was degassed and purged with nitrogen three times more and placed under hydrogen atmosphere for 24 h. The reacti...